The task is: describe an organic reaction: reactants, conditions, products, and yield. This data is from the Open Reaction Database (ORD), a public repository of structured organic reaction records. As a reaction SMILES: [Br:11][N:12]1[C:13]([CH3:14])([CH3:15])[C:16](=[O:17])[N:18]([Br:19])[C:20]1=[O:21].[Cl:29][CH2:30][Cl:31].[Na+:27].[Na+:28].[S:22]([O-:23])([O-:24])(=[O:25])=[S:26].[n:1]1[n:2]2[c:3]([c:4]([NH2:7])[n:5][cH:6]1)[cH:8][cH:9][cH:10]2>>[n:1]1[n:2]2[c:3]([c:4]([NH2:7])[n:5][cH:6]1)[c:8]([Br:11])[cH:9][cH:10]2. The reactants are CC1(C)C(=O)N(Br)C(=O)N1Br, ClCCl, [Na+], [Na+], O=S([O-])([O-])=S, Nc1ncnn2cccc12. Product: Nc1ncnn2ccc(Br)c12. Starting materials: BrC=1C=C(C=2N(C1)N=CC2)O[C@H](C)[C@@H]2CC(N(C2)[C@H](C)C2=CC=C(C=C2)OC)=O ((R)-4-((R)-1-((6-bromopyrazolo[1,5-a]pyridin-4-yl)oxy)ethyl)-1-((R)-1-(4-methoxyphenyl)ethyl)pyrrolidin-2-one), CN1N=CC2=C1C=C(S2)[Sn](CCCC)(CCCC)CCCC (1-methyl-5-(tributylstannyl)-1H-thieno[3,2-c]pyrazole), [F-].[Cs+] (Cesium fluoride), cuprous iodide. The reagents and catalysts are C=1C=CC(=CC1)[P](C=2C=CC=CC2)(C=3C=CC=CC3)[Pd]([P](C=4C=CC=CC4)(C=5C=CC=CC5)C=6C=CC=CC6)([P](C=7C=CC=CC7)(C=8C=CC=CC8)C=9C=CC=CC9)[P](C=1C=CC=CC1)(C=1C=CC=CC1)C=1C=CC=CC1 (Pd(PPh3)4). Run in CN(C)C=O (DMF). Run at temperature 50 celsius. Yields the product COC1=CC=C(C=C1)[C@@H](C)N1C(C[C@H](C1)[C@@H](C)OC=1C=2N(C=C(C1)C1=CC=3N(N=CC3S1)C)N=CC2)=O ((R)-1-((R)-1-(4-methoxyphenyl)ethyl)-4-((R)-1-((6-(1-methyl-1H-thieno[3,2-c]pyrazol-5-yl)pyrazolo[1,5-a]pyridin-4-yl)oxy)ethyl)pyrrolidin-2-one). As a reaction SMILES: Br[C:2]1[CH:3]=[C:4]([O:11][C@@H:12]([C@H:14]2[CH2:18][N:17]([C@@H:19]([C:21]3[CH:26]=[CH:25][C:24]([O:27][CH3:28])=[CH:23][CH:22]=3)[CH3:20])[C:16](=[O:29])[CH2:15]2)[CH3:13])[C:5]2[N:6]([N:8]=[CH:9][CH:10]=2)[CH:7]=1.[CH3:30][N:31]1[C:35]2[CH:36]=[C:37]([Sn](CCCC)(CCCC)CCCC)[S:38][C:34]=2[CH:33]=[N:32]1.[F-].[Cs+]>CN(C=O)C.C1C=CC([P]([Pd]([P](C2C=CC=CC=2)(C2C=CC=CC=2)C2C=CC=CC=2)([P](C2C=CC=CC=2)(C2C=CC=CC=2)C2C=CC=CC=2)[P](C2C=CC=CC=2)(C2C=CC=CC=2)C2C=CC=CC=2)(C2C=CC=CC=2)C2C=CC=CC=2)=CC=1>[CH3:28][O:27][C:24]1[CH:25]=[CH:26][C:21]([C@H:19]([N:17]2[CH2:18][C@H:14]([C@H:12]([O:11][C:4]3[C:5]4[N:6]([N:8]=[CH:9][CH:10]=4)[CH:7]=[C:2]([C:37]4[S:38][C:34]5[CH:33]=[N:32][N:31]([CH3:30])[C:35]=5[CH:36]=4)[CH:3]=3)[CH3:13])[CH2:15][C:16]2=[O:29])[CH3:20])=[CH:22][CH:23]=1 |f:2.3,^1:62,64,83,102|. Reported procedure: A solution of (R)-4-((R)-1-((6-bromopyrazolo[1,5-a]pyridin-4-yl)oxy)ethyl)-1-((R)-1-(4-methoxyphenyl)ethyl)pyrrolidin-2-one 6.01 (30 mg, 0.065 mmol) and 1-methyl-5-(tributylstannyl)-1H-thieno[3,2-c]pyrazole (36 mg, 0.085 mmol, prepared according to protocols described in WO2012/177714 and US2012/043276) were dissolved in DMF (0.6 mL). Cesium fluoride (20 mg, 0.13 mmol), cuprous iodide (2.5 mg, 0.013 mmol) and Pd(PPh3)4 (7.6 mg, 0.0066 mmol) were added. Argon gas was bubbled through the reaction ... Reactants: COC=1C=C2C(=CC1OC)N=C(N=C2N)N3CCN(CC3)C(=O)C4COC=5C=CC=CC5O4 (Doxazosin), Cl (hydrochloric acid). The solvent is CC(=O)C (acetone). Run at temperature 25 celsius, time 2 hour. The product is COC1=C(C=C2C(=C1)C(=NC(=N2)N3CCN(CC3)C(=O)C4COC5=CC=CC=C5O4)N)OC.Cl (doxazosin hydrochloride). Reaction SMILES: [CH3:1][O:2][C:3]1[CH:4]=[C:5]2[C:14]([NH2:15])=[N:13][C:12]([N:16]3[CH2:21][CH2:20][N:19]([C:22]([CH:24]4[O:33][C:32]5[CH:31]=[CH:30][CH:29]=[CH:28][C:27]=5[O:26][CH2:25]4)=[O:23])[CH2:18][CH2:17]3)=[N:11][C:6]2=[CH:7][C:8]=1[O:9][CH3:10].[ClH:34]>CC(C)=O>[CH3:1][O:2][C:3]1[CH:4]=[C:5]2[C:14]([NH2:15])=[N:13][C:12]([N:16]3[CH2:21][CH2:20][N:19]([C:22]([CH:24]4[O:33][C:32]5[C:27](=[CH:28][CH:29]=[CH:30][CH:31]=5)[O:26][CH2:25]4)=[O:23])[CH2:18][CH2:17]3)=[N:11][C:6]2=[CH:7][C:8]=1[O:9][CH3:10].[ClH:34] |f:3.4|. Procedure details: Doxazosin base (0.110 mol; 49.61 g) was charged in acetone (750 ml) and stirred at 25° C. to obtain slurry. On cooling the slurry to 10-15° C., hydrochloric acid solution was added till the pH was 2-3. The contents were stirred for 10-15 min at 10-15° C. and then stirring continued at 25° C. for 2 hr. The solid obtained was filtered, washed with acetone and dried at 50-55° C. to obtain solid product. The solid was purified by refluxing with methanol (600 ml) for 1 hr. The slurry was cooled to ro... The reactants are OC1=C(C(N(C=2N=NC(=CC21)N2CCCCC2)C)=O)C(=O)NCC(=O)OC(C)(C)C (tert-Butyl 2-(5-hydroxy-8-methyl-7-oxo-3-(piperidin-1-yl)-7,8-dihydropyrido[2,3-c]pyridazine-6-carboxamido)acetate), OC1=C(C(N(C=2N=NC(=CC21)N2CCCCC2)C)=O)C(=O)OC (methyl 5-hydroxy-8-methyl-7-oxo-3-(piperidin-1-yl)-7,8-dihydropyrido[2,3-c]pyridazine-6-carboxylate), Cl.NCC(=O)OC(C)(C)C (tert-butyl 2-aminoacetate hydrochloride). Yields the product OC1=C(C(N(C=2N=NC(=CC21)N2CCCCC2)C)=O)C(=O)NCC(=O)O (2-(5-Hydroxy-8-methyl-7-oxo-3-(piperidin-1-yl)-7,8-dihydropyrido[2,3-c]pyridazine-6-carboxamido)acetic acid). Reaction SMILES: [OH:1][C:2]1[C:11]2[CH:10]=[C:9]([N:12]3[CH2:17][CH2:16][CH2:15][CH2:14][CH2:13]3)[N:8]=[N:7][C:6]=2[N:5]([CH3:18])[C:4](=[O:19])[C:3]=1[C:20]([NH:22][CH2:23][C:24]([O:26]C(C)(C)C)=[O:25])=[O:21].OC1C2C=C(N3CCCCC3)N=NC=2N(C)C(=O)C=1C(OC)=O.Cl.NCC(OC(C)(C)C)=O>>[OH:1][C:2]1[C:11]2[CH:10]=[C:9]([N:12]3[CH2:17][CH2:16][CH2:15][CH2:14][CH2:13]3)[N:8]=[N:7][C:6]=2[N:5]([CH3:18])[C:4](=[O:19])[C:3]=1[C:20]([NH:22][CH2:23][C:24]([OH:26])=[O:25])=[O:21] |f:2.3|. Procedure details: tert-Butyl 2-(5-hydroxy-8-methyl-7-oxo-3-(piperidin-1-yl)-7,8-dihydropyrido[2,3-c]pyridazine-6-carboxamido)acetate. The title compound is prepared by reaction of methyl 5-hydroxy-8-methyl-7-oxo-3-(piperidin-1-yl)-7,8-dihydropyrido[2,3-c]pyridazine-6-carboxylate and tert-butyl 2-aminoacetate hydrochloride according to Method 3(a). Starting materials: COC1=CC=C(C=C1)N1CCN(CC1)CCO (1-(p-Methoxyphenyl)-4-(2-hydroxyethyl)piperazine), Br (HBr). The product is Br.Br.OC1=CC=C(C=C1)N1CCN(CC1)CCBr (1-(p-Hydroxyphenyl)-4-(2-bromoethyl)piperazine dihydrobromide). Reaction SMILES: C[O:2][C:3]1[CH:8]=[CH:7][C:6]([N:9]2[CH2:14][CH2:13][N:12]([CH2:15][CH2:16]O)[CH2:11][CH2:10]2)=[CH:5][CH:4]=1.[BrH:18]>>[BrH:18].[BrH:18].[OH:2][C:3]1[CH:8]=[CH:7][C:6]([N:9]2[CH2:14][CH2:13][N:12]([CH2:15][CH2:16][Br:18])[CH2:11][CH2:10]2)=[CH:5][CH:4]=1 |f:2.3.4|. Procedure: 1-(p-Methoxyphenyl)-4-(2-hydroxyethyl)piperazine (10 g) was refluxed 20 hours with 100 ml 48% HBr and concentrated as far as possible on the rotovap. The mixture was filtered and washed with acetone to give a solid which was recrystallized from alcohol to give the product. Starting materials: ClCCl, O, CCCCCCCCc1ccc(C2CCC(CO)(NC(=O)OC(C)(C)C)C2)cc1. Product: CCCCCCCCc1ccc(C2CCC(C=O)(NC(=O)OC(C)(C)C)C2)cc1. RXN SMILES: [Cl:31][CH2:32][Cl:33].[OH2:30].[OH:1][CH2:2][C:3]1([NH:22][C:23]([O:24][C:25]([CH3:26])([CH3:27])[CH3:28])=[O:29])[CH2:4][CH:5]([c:8]2[cH:9][cH:10][c:11]([CH2:14][CH2:15][CH2:16][CH2:17][CH2:18][CH2:19][CH2:20][CH3:21])[cH:12][cH:13]2)[CH2:6][CH2:7]1>>[O:1]=[CH:2][C:3]1([NH:22][C:23]([O:24][C:25]([CH3:26])([CH3:27])[CH3:28])=[O:29])[CH2:4][CH:5]([c:8]2[cH:9][cH:10][c:11]([CH2:14][CH2:15][CH2:16][CH2:17][CH2:18][CH2:19][CH2:20][CH3:21])[cH:12][cH:13]2)[CH2:6][CH2:7]1. The reactants are O1C2=C(C(CCC1)=O)C=CC=C2 (3,4-dihydro-2H-benzo[b]oxepin-5-one), BrBr (bromine). Run in C(C)OCC (diethyl ether). Reaction conditions: time 2.5 hour. Product: BrC1C(C2=C(OCC1)C=CC=C2)=O (4-bromo-3,4-dihydro-2H-benzo[b]oxepin-5-one). As a reaction SMILES: [O:1]1[CH2:7][CH2:6][CH2:5][C:4](=[O:8])[C:3]2[CH:9]=[CH:10][CH:11]=[CH:12][C:2]1=2.[Br:13]Br>C(OCC)C>[Br:13][CH:5]1[CH2:6][CH2:7][O:1][C:2]2[CH:12]=[CH:11][CH:10]=[CH:9][C:3]=2[C:4]1=[O:8]. Procedure details: To a solution of 3,4-dihydro-2H-benzo[b]oxepin-5-one (3.10 g, 12.8 mmol) in diethyl ether at 0° C., bromine (625 μl, 12.2 mmol) was added and stirred for 2.5 hours, gradually raising the temperature to room temperature. Purification on silica and triturating using diethyl ether and hexanes gave 4-bromo-3,4-dihydro-2H-benzo[b]oxepin-5-one.